Dataset: the Open Reaction Database (ORD), a public repository of structured organic reaction records. Task: describe an organic reaction: reactants, conditions, products, and yield Starting materials: ClC1=CC(=NC=C1)C(=O)OC (methyl 4-chloropyridine-2-carboxylate), FC=1C=C(C=CC1[N+](=O)[O-])O (3-fluoro-4-nitrophenol), ClC1=CC=CC=C1 (chlorobenzene), CCCCCC (hexane). Run in C(C)(=O)OCC (ethyl acetate), C(C)(=O)OCC (ethyl acetate), CN(C=O)C (N,N-dimethylformamide), C(C)(=O)OCC (ethyl acetate), CO (methanol). Run at temperature 120 celsius, time 20 minute. Product: FC=1C=C(OC2=CC(=NC=C2)C(=O)OC)C=CC1[N+](=O)[O-] (Methyl 4-(3-fluoro-4-nitrophenoxy)pyridine-2-carboxylate). Yield: 27.6%. As a reaction SMILES: Cl[C:2]1[CH:7]=[CH:6][N:5]=[C:4]([C:8]([O:10][CH3:11])=[O:9])[CH:3]=1.[F:12][C:13]1[CH:14]=[C:15]([OH:22])[CH:16]=[CH:17][C:18]=1[N+:19]([O-:21])=[O:20].ClC1C=CC=CC=1.CCCCCC>CN(C)C=O.CO.C(OCC)(=O)C>[F:12][C:13]1[CH:14]=[C:15]([CH:16]=[CH:17][C:18]=1[N+:19]([O-:21])=[O:20])[O:22][C:2]1[CH:7]=[CH:6][N:5]=[C:4]([C:8]([O:10][CH3:11])=[O:9])[CH:3]=1. Procedure details: A mixture of methyl 4-chloropyridine-2-carboxylate (200 mg), 3-fluoro-4-nitrophenol (202 mg) and chlorobenzene (0.6 ml) was stirred under a nitrogen atmosphere at 120° C. for 2 hrs and 20 min. The reaction mixture was cooled down to room temperature to give a solidified reaction mixture, which was then dissolved in a small amount of N,N-dimethylformamide and subjected to silica gel column chromatography (eluent; hexane:ethyl acetate=1:2, ethyl acetate, then ethyl acetate:methanol=20:1 to 10:1). ... Reactants: C(C)OC(=O)C1(CCC(CC1)O)CCOC (4-hydroxy-1-(2-methoxy-ethyl)-cyclohexanecarboxylic acid ethyl ester), C(C)(C)C1=CC=C(N)C=C1 (4-isopropylaniline). Product: OC1CCC2(CCN(C2=O)C2=CC=C(C=C2)C(C)C)CC1 (8-hydroxy-2-(4-isopropylphenyl)-2-aza-spiro[4.5]decan-1-one). As a reaction SMILES: C(O[C:4]([C:6]1([CH2:13][CH2:14]OC)[CH2:11][CH2:10][CH:9]([OH:12])[CH2:8][CH2:7]1)=[O:5])C.[CH:17]([C:20]1[CH:26]=[CH:25][C:23]([NH2:24])=[CH:22][CH:21]=1)([CH3:19])[CH3:18]>>[OH:12][CH:9]1[CH2:8][CH2:7][C:6]2([C:4](=[O:5])[N:24]([C:23]3[CH:25]=[CH:26][C:20]([CH:17]([CH3:19])[CH3:18])=[CH:21][CH:22]=3)[CH2:14][CH2:13]2)[CH2:11][CH2:10]1. Procedure: The title compound was prepared in analogy to example 108, step 3 from 4-hydroxy-1-(2-methoxy-ethyl)-cyclohexanecarboxylic acid ethyl ester (obtained in example 2, step 3) by treatment with 4-isopropylaniline as a mixture of cis and trans diastereomers. Light brown solid. MS (m/e): 288.1 [MH+]. The product is COCc1nc2ccc([N+](=O)[O-])cc2s1. The reactants are COCc1nc2ccccc2s1, O, O=[N+]([O-])O, O=S(=O)(O)O. RXN SMILES: [CH3:1][O:2][CH2:3][c:4]1[s:5][c:6]2[c:7]([n:8]1)[cH:9][cH:10][cH:11][cH:12]2.[OH2:17].[OH:13][N+:14]([O-:15])=[O:16].[S:18](=[O:19])(=[O:20])([OH:21])[OH:22]>>[CH3:1][O:2][CH2:3][c:4]1[s:5][c:6]2[c:7]([n:8]1)[cH:9][cH:10][c:11]([N+:14](=[O:13])[O-:15])[cH:12]2. Starting materials: C1=CC=C2C(=C1)C(=C3C(=CC=C(C3=C2O)O)O)O (leuco-quinizarin), CNCCN (N-methylethylenediamine). Run at temperature 50 celsius, time 1 hour. Product: CNCCNC1=CC=C(C=2C(C3=CC=CC=C3C(C12)=O)=O)NCCNC (1,4-bis(2-methylaminoethylamino)anthraquinone). RXN SMILES: [CH:1]1[CH:6]=[C:5]2[C:7]([OH:18])=[C:8]3[C:13](=[C:14]([OH:15])[C:4]2=[CH:3][CH:2]=1)[C:12](O)=[CH:11][CH:10]=[C:9]3O.[CH3:19][NH:20][CH2:21][CH2:22][NH2:23]>>[CH3:19][NH:20][CH2:21][CH2:22][NH:23][C:12]1[C:13]2[C:14](=[O:15])[C:4]3[C:5](=[CH:6][CH:1]=[CH:2][CH:3]=3)[C:7](=[O:18])[C:8]=2[C:9]([NH:23][CH2:22][CH2:21][NH:20][CH3:19])=[CH:10][CH:11]=1. Procedure details: A mixture of 2.4 g. of leuco-quinizarin and 25 g. of de-aerated N-methylethylenediamine is heated at 50° C. with stirring under nitrogen for one hour. Heating at 50° C. is continued as air is bubbled into the mixture for 40 minutes. The mixture is evaporated to dryness, then re-evaporated twice from 25 ml. portions of ethanol. Crystallization of the residue from ethanol-ether at -70° C. gives 2.32 g. of crude solid which is recrystallized twice from carbon tetrachloride giving 1.92 g. of the des... The reactants are N#N (N2), CC1(OCCO1)C=1C=C(SC1)CN1N=CC(=C1)[N+](=O)[O-] (1-[4-(2-methyl-[1,3]dioxolan-2-yl)-thiophen-2-ylmethyl]-4-nitro-1H-pyrazole), [NH4+].[Cl-] (NH4Cl). Reagents/catalysts: [Fe] (iron). Run in CCO (EtOH), O (water). Run at temperature 75 celsius, time 60 minute. Product: CC1(OCCO1)C=1C=C(SC1)CN1N=CC(=C1)N (1-[4-(2-Methyl-[1,3]dioxolan-2-yl)-thiophen-2-ylmethyl]-1H-pyrazol-4-ylamine). RXN SMILES: N#N.[CH3:3][C:4]1([C:9]2[CH:10]=[C:11]([CH2:14][N:15]3[CH:19]=[C:18]([N+:20]([O-])=O)[CH:17]=[N:16]3)[S:12][CH:13]=2)[O:8][CH2:7][CH2:6][O:5]1.[NH4+].[Cl-]>CCO.O.[Fe]>[CH3:3][C:4]1([C:9]2[CH:10]=[C:11]([CH2:14][N:15]3[CH:19]=[C:18]([NH2:20])[CH:17]=[N:16]3)[S:12][CH:13]=2)[O:8][CH2:7][CH2:6][O:5]1 |f:2.3|. Procedure: In a flame dried round-bottomed flask equipped with a magnetic stir bar and under inert atmosphere (N2), a solution of 1-[4-(2-methyl-[1,3]dioxolan-2-yl)-thiophen-2-ylmethyl]-4-nitro-1H-pyrazole (110 mg, 0.37 mmol), iron powder (63 mg, 1.12 mmol) and NH4Cl (102 mg, 1.89 mmol) in a mixture of EtOH (3.0 mL) and water (1.5 mL) was stirred at 75° C. for 60 min. The reaction mixture was filtered while hot and concentrated under reduced pressure. CH2Cl2 (10 mL) was added followed by water (10 mL). The... Starting materials: CCOC(C)=O, CCOC(C)=O, CCCCCC, CN(C(=O)OC(C)(C)C)c1cc(Oc2cccc(O)c2)ccc1[N+](=O)[O-], Cc1ccccc1. Yields the product CN(C(=O)OC(C)(C)C)c1cc(Oc2cccc(O)c2)ccc1N. RXN SMILES: [C:27]([O:28][CH2:29][CH3:30])(=[O:31])[CH3:32].[C:40]([O:41][CH2:42][CH3:43])(=[O:44])[CH3:45].[CH3:46][CH2:47][CH2:48][CH2:49][CH2:50][CH3:51].[OH:1][c:2]1[cH:3][c:4]([O:5][c:6]2[cH:7][cH:8][c:9]([N+:21]([O-:22])=[O:23])[c:10]([N:12]([C:13]([O:14][C:15]([CH3:16])([CH3:17])[CH3:18])=[O:19])[CH3:20])[cH:11]2)[cH:24][cH:25][cH:26]1.[c:33]1([CH3:34])[cH:35][cH:36][cH:37][cH:38][cH:39]1>>[OH:1][c:2]1[cH:3][c:4]([O:5][c:6]2[cH:7][cH:8][c:9]([NH2:21])[c:10]([N:12]([C:13]([O:14][C:15]([CH3:16])([CH3:17])[CH3:18])=[O:19])[CH3:20])[cH:11]2)[cH:24][cH:25][cH:26]1. Reactants: FC1=CC=C(C=N1)COC1=CC=C(C=N1)CN[C@H](C)C1=CC=CC=C1 ((1R)—N-((6-((6-Fluoro-3-pyridinyl)methoxy)-3-pyridinyl)methyl)-1-phenylethanamine), C[O-].[Na+] (NaOMe), CO (MeOH), O (water). Run in CCOC(=O)C (EtOAc). Product: COC1=CC=C(C=N1)COC1=CC=C(C=N1)CN[C@H](C)C1=CC=CC=C1 ((1R)—N-((6-((6-methoxy-3-pyridinyl)methoxy)-3-pyridinyl)methyl)-1-phenylethanamine). As a reaction SMILES: F[C:2]1[N:7]=[CH:6][C:5]([CH2:8][O:9][C:10]2[N:15]=[CH:14][C:13]([CH2:16][NH:17][C@@H:18]([C:20]3[CH:25]=[CH:24][CH:23]=[CH:22][CH:21]=3)[CH3:19])=[CH:12][CH:11]=2)=[CH:4][CH:3]=1.[CH3:26][O-:27].[Na+].CO.O>CCOC(C)=O>[CH3:26][O:27][C:2]1[N:7]=[CH:6][C:5]([CH2:8][O:9][C:10]2[N:15]=[CH:14][C:13]([CH2:16][NH:17][C@@H:18]([C:20]3[CH:25]=[CH:24][CH:23]=[CH:22][CH:21]=3)[CH3:19])=[CH:12][CH:11]=2)=[CH:4][CH:3]=1 |f:1.2|. Procedure details: (1R)—N-((6-((6-Fluoro-3-pyridinyl)methoxy)-3-pyridinyl)methyl)-1-phenylethanamine (0.500 g, 1.48 mmol) was added to a microwave tube with NaOMe (0.400 g, 7.40 mmol) and MeOH (1.0 mL). The vial was sealed and irradiated for 7 min at 130° C. After the allotted time, the reaction was worked up by adding water (1.0 mL) and EtOAc (1.0 mL). The layers were separated and the aqueous layer was washed with EtOAc (3×1.0 mL). The combined organic layers were then washed with 1M sodium phosphate buffer (pH ... Reactants: O=C1Nc2cccc(Br)c2C1=O, Fc1cccc(CBr)c1, [H-], [Na+], CN(C)C=O. Product: O=C1C(=O)N(Cc2cccc(F)c2)c2cccc(Br)c21. As a reaction SMILES: [Br:1][c:2]1[c:3]2[c:7]([cH:8][cH:9][cH:10]1)[NH:6][C:5](=[O:11])[C:4]2=[O:12].[F:15][c:16]1[cH:17][c:18]([CH2:19][Br:20])[cH:21][cH:22][cH:23]1.[H-:14].[Na+:13].[O:24]=[CH:25][N:26]([CH3:27])[CH3:28]>>[Br:1][c:2]1[c:3]2[c:7]([cH:8][cH:9][cH:10]1)[N:6]([CH2:19][c:18]1[cH:17][c:16]([F:15])[cH:23][cH:22][cH:21]1)[C:5](=[O:11])[C:4]2=[O:12]. The reactants are ClC1=C(C=C2C(C(=CN(C2=C1)C1CC1)C(=O)O)=O)F (7-chloro-1-cyclopropyl-6-fluoro-1,4-dihydro-4-oxoquinoline-3-carboxylic acid), C[C@@H]1N[C@@H](CNC1)C (cis-2,6-dimethylpiperazine), N12NCC(CC1)CC2 (diazabicyclo[2.2.2]octane). Run at temperature 140 celsius. Yields the product C1(CC1)N1C=C(C(C2=CC(=C(C=C12)N1CC(NC(C1)C)C)F)=O)C(=O)O (1-cyclopropyl-6-fluoro-1,4-dihydro-4-oxo-7-(3,5-dimethyl-1-piperazinyl)quinoline-3-carboxylic acid). The yield is 20.9%. As a reaction SMILES: Cl[C:2]1[CH:11]=[C:10]2[C:5]([C:6](=[O:18])[C:7]([C:15]([OH:17])=[O:16])=[CH:8][N:9]2[CH:12]2[CH2:14][CH2:13]2)=[CH:4][C:3]=1[F:19].[CH3:20][C@H:21]1[CH2:26][NH:25][CH2:24][C@@H:23]([CH3:27])[NH:22]1.N12CCC(CC1)CN2>>[CH:12]1([N:9]2[C:10]3[C:5](=[CH:4][C:3]([F:19])=[C:2]([N:25]4[CH2:24][CH:23]([CH3:27])[NH:22][CH:21]([CH3:20])[CH2:26]4)[CH:11]=3)[C:6](=[O:18])[C:7]([C:15]([OH:17])=[O:16])=[CH:8]2)[CH2:14][CH2:13]1. Procedure: A mixture of 2.8 g (0.01 mol) of 7-chloro-1-cyclopropyl-6-fluoro-1,4-dihydro-4-oxoquinoline-3-carboxylic acid, 1.14 g (0.01 mol) of cis-2,6-dimethylpiperazine and 2.2 g of diazabicyclo[2.2.2]octane is heated at 140° C. for 5 hours. The solvent is distilled off under high vacuum, 30 ml of water are added to the residue, the suspension is adjusted to pH 8 with 2N HCl and the precipitate which has separated out is extracted by boiling with 30 ml of methanol. 0.75 g (21% of theory) of 1-cyclopropyl-...